This data is from the Open Reaction Database (ORD), a public repository of structured organic reaction records. The task is: describe an organic reaction: reactants, conditions, products, and yield The reactants are C1(=CC=CC=C1O)C (o-cresol), C(CCC)S (butanethiol), Cl[Si](C)(C)C (chlorotrimethyl silane), C1(CCCCC1)=O (cyclohexanone), C1(=CC=CC=C1O)C (o-cresol), ClCCCl (1,2-dichloroethane). Run in C1CCCCC1 (cyclohexane), C(Cl)Cl (methylene chloride). Product: CC=1C=C(C=CC1O)C1(CCCCC1)C1=CC(=C(C=C1)O)C (1,1-Bis(3-methyl-4-hydroxyphenyl)cyclohexane). Yield: 76.0%. Reaction SMILES: [C:1]1([CH3:8])[C:6]([OH:7])=[CH:5][CH:4]=[CH:3][CH:2]=1.[C:9]1(=[O:15])[CH2:14][CH2:13][CH2:12][CH2:11][CH2:10]1.Cl[Si](C)(C)[CH3:18].[CH2:21](S)[CH2:22][CH2:23][CH3:24].Cl[CH2:27][CH2:28]Cl>C(Cl)Cl.C1CCCCC1>[CH3:8][C:1]1[CH:2]=[C:3]([C:21]2([C:12]3[CH:13]=[CH:14][C:9]([OH:15])=[C:10]([CH3:18])[CH:11]=3)[CH2:28][CH2:27][CH2:24][CH2:23][CH2:22]2)[CH:4]=[CH:5][C:6]=1[OH:7]. Procedure details: The preparation of the above cyclohexane was accomplished by repeating the procedure of Example I with the exception that o-cresol was employed in place of phenol. In addition, the preparation was affected in a 250-milliliter 3-necked round-bottomed flask with 0.2 mole of cyclohexanone, and without 1,2-dichloroethane as a solvent. Additionally, 108 grams of o-cresol, 22 grams of chlorotrimethyl silane, and 0.1 gram of butanethiol were employed. The reaction mixture was worked up by filtering it ... Reactants: O=C([O-])[O-], CONS(=O)(=O)c1ccccc1, CC#N, C#CCOCCl, [K+], [K+], O. Product: C#CCOCN(OC)S(=O)(=O)c1ccccc1. RXN SMILES: [C:13](=[O:14])([O-:15])[O-:16].[CH3:1][O:2][NH:3][S:4](=[O:5])(=[O:6])[c:7]1[cH:8][cH:9][cH:10][cH:11][cH:12]1.[CH3:26][C:27]#[N:28].[Cl:19][CH2:20][O:21][CH2:22][C:23]#[CH:24].[K+:17].[K+:18].[OH2:25]>>[CH3:1][O:2][N:3]([S:4](=[O:5])(=[O:6])[c:7]1[cH:8][cH:9][cH:10][cH:11][cH:12]1)[CH2:20][O:21][CH2:22][C:23]#[CH:24]. The reactants are C(C)(C)Cl (isopropylchloride), C([C@@H]1[C@@H]2[C@@H]([C@H]([C@H](O1)O[C@@H]3[C@H](O[C@@H]([C@@H]([C@H]3O)O)O[C@@H]4[C@H](O[C@@H]([C@@H]([C@H]4O)O)O[C@@H]5[C@H](O[C@@H]([C@@H]([C@H]5O)O)O[C@@H]6[C@H](O[C@@H]([C@@H]([C@H]6O)O)O[C@@H]7[C@H](O[C@@H]([C@@H]([C@H]7O)O)O[C@@H]8[C@H](O[C@H](O2)[C@@H]([C@H]8O)O)CO)CO)CO)CO)CO)CO)O)O)O (β-cyclodextrin). The product is C([C@@H]1[C@@H]2[C@@H]([C@H]([C@H](O1)O[C@@H]3[C@H](O[C@@H]([C@@H]([C@H]3O)O)O[C@@H]4[C@H](O[C@@H]([C@@H]([C@H]4O)O)O[C@@H]5[C@H](O[C@@H]([C@@H]([C@H]5O)O)O[C@@H]6[C@H](O[C@@H]([C@@H]([C@H]6O)O)O[C@@H]7[C@H](O[C@@H]([C@@H]([C@H]7O)O)O[C@@H]8[C@H](O[C@H](O2)[C@@H]([C@H]8O)O)CO)CO)CO)CO)CO)CO)O)O)O.C(C)(C)Cl (β-cyclodextrin isopropylchloride). RXN SMILES: [CH:1]([Cl:4])([CH3:3])[CH3:2].[CH2:5]([OH:81])[C@H:6]1[O:11][C@@H:10]2[O:12][C@H:13]3[C@H:18]([OH:19])[C@@H:17]([OH:20])[C@@H:16]([O:21][C@H:22]4[C@H:27]([OH:28])[C@@H:26]([OH:29])[C@@H:25]([O:30][C@H:31]5[C@H:36]([OH:37])[C@@H:35]([OH:38])[C@@H:34]([O:39][C@H:40]6[C@H:45]([OH:46])[C@@H:44]([OH:47])[C@@H:43]([O:48][C@H:49]7[C@H:54]([OH:55])[C@@H:53]([OH:56])[C@@H:52]([O:57][C@H:58]8[C@H:64]([OH:65])[C@@H:63]([OH:66])[C@@H:61]([O:62][C@H:7]1[C@H:8]([OH:80])[C@H:9]2[OH:79])[O:60][C@@H:59]8[CH2:67][OH:68])[O:51][C@@H:50]7[CH2:69][OH:70])[O:42][C@@H:41]6[CH2:71][OH:72])[O:33][C@@H:32]5[CH2:73][OH:74])[O:24][C@@H:23]4[CH2:75][OH:76])[O:15][C@@H:14]3[CH2:77][OH:78]>>[CH2:71]([OH:72])[C@H:41]1[O:42][C@@H:43]2[O:48][C@H:49]3[C@H:54]([OH:55])[C@@H:53]([OH:56])[C@@H:52]([O:57][C@H:58]4[C@H:64]([OH:65])[C@@H:63]([OH:66])[C@@H:61]([O:62][C@H:7]5[C@H:8]([OH:80])[C@@H:9]([OH:79])[C@@H:10]([O:12][C@H:13]6[C@H:18]([OH:19])[C@@H:17]([OH:20])[C@@H:16]([O:21][C@H:22]7[C@H:27]([OH:28])[C@@H:26]([OH:29])[C@@H:25]([O:30][C@H:31]8[C@H:36]([OH:37])[C@@H:35]([OH:38])[C@@H:34]([O:39][C@H:40]1[C@H:45]([OH:46])[C@H:44]2[OH:47])[O:33][C@@H:32]8[CH2:73][OH:74])[O:24][C@@H:23]7[CH2:75][OH:76])[O:15][C@@H:14]6[CH2:77][OH:78])[O:11][C@@H:6]5[CH2:5][OH:81])[O:60][C@@H:59]4[CH2:67][OH:68])[O:51][C@@H:50]3[CH2:69][OH:70].[CH:1]([Cl:4])([CH3:3])[CH3:2] |f:2.3|. Reported procedure: 100 ml of saturated β-cyclodextrin solution (1.8%) were cooled to 10° C. and mixed with 3 ml of isopropylchloride. The resulting difficultly soluble complex was precipitated with constant stirring in the ultrasonic bath. The deposit was obtained in crystalline form through freeze-drying and filtering. Isopropylchloride content according to GC calculation: 0.5%.